Dataset: the Open Reaction Database (ORD), a public repository of structured organic reaction records. Task: describe an organic reaction: reactants, conditions, products, and yield Starting materials: C1(=CC=CC=C1)C1=CSC=2NC=CC(C21)=O (3-Phenyl-7H-thieno[2,3-b]pyridine-4-one), P(=O)(Cl)(Cl)Cl (phosphorous oxychloride). Yields the product ClC1=C2C(=NC=C1)SC=C2C2=CC=CC=C2 (4-chloro-3-phenyl-thieno[2,3-b]pyridine). As a reaction SMILES: [C:1]1([C:7]2[C:15]3[C:14](=O)[CH:13]=[CH:12][NH:11][C:10]=3[S:9][CH:8]=2)[CH:6]=[CH:5][CH:4]=[CH:3][CH:2]=1.P(Cl)(Cl)([Cl:19])=O>>[Cl:19][C:14]1[CH:13]=[CH:12][N:11]=[C:10]2[S:9][CH:8]=[C:7]([C:1]3[CH:6]=[CH:5][CH:4]=[CH:3][CH:2]=3)[C:15]=12. Procedure: 3-Phenyl-7H-thieno[2,3-b]pyridine-4-one (0.7 g, 4.29 mmol) was added to phosphorous oxychloride (10 ml) and heated to reflux for 4 hr. The solvent was removed to near dryness and the residue dissolved in DCM. The solution was washed with water followed by saturated sodium hydrogen carbonate and dried over magnesium sulfate. The solution was filtered through a pad of silica and solvents removed in vacuo to give 4-chloro-3-phenyl-thieno[2,3-b]pyridine. Yield=0.261 g (25%). Reactants: [O-]Cl.[Na+] (NaOCl), SC1=NC(=NS1)C1=C(C=CC=C1)OC (5-mercapto-3-(2-methoxyphenyl)-1,2,4-thiadiazole), [OH-].[NH4+] (ammonium hydroxide). Solvent: O (water), [OH-].[Na+] (sodium hydroxide). Reaction conditions: time 10 minute. Yields the product COC1=C(C=CC=C1)C1=NSC(=N1)SN (3-(2-Methoxyphenyl)-1,2,4-thiadiazole-5-sulfenamide). Reaction SMILES: [SH:1][C:2]1[S:6][N:5]=[C:4]([C:7]2[CH:12]=[CH:11][CH:10]=[CH:9][C:8]=2[O:13][CH3:14])[N:3]=1.[O-]Cl.[Na+].[OH-].[NH4+:19]>[OH-].[Na+].O>[CH3:14][O:13][C:8]1[CH:9]=[CH:10][CH:11]=[CH:12][C:7]=1[C:4]1[N:3]=[C:2]([S:1][NH2:19])[S:6][N:5]=1 |f:1.2,3.4,5.6|. Procedure details: A solution of 4.6 g of 5-mercapto-3-(2-methoxyphenyl)-1,2,4-thiadiazole in 70 ml of 5% sodium hydroxide and a solution prepared by diluting 44 ml of 5.25% NaOCl to 70 ml with water were added dropwise simultaneously to 190 ml of ammonium hydroxide solution while maintaining the mixture at 0° with an ice/methanol bath. The resulting mixture was stirred for 10 minutes and the solids were collected, washed with water and dried under high vacuum (with P2O5) to give 3.0 g of solid, m.p. 136°-138° C. ... Starting materials: [N+](=O)([O-])C1=C(CN2C(=CC=C2)C=O)C=CC=C1 (1-(2-nitrobenzyl)-2-pyrrolecarboxaldehyde). The reagents and catalysts are [Pd] (Pd/C). The solvent is C(C)(=O)OCC (ethyl acetate), C(C)O (ethyl alcohol), C(Cl)Cl (methylene chloride), C(C)O (ethyl alcohol). Reaction conditions: time 18 hour. The product is C=1C=CN2C1CNC1=C(C2)C=CC=C1 (10,11-dihydro-5H-pyrrolo[2,1-c][1,4]benzodiazepine). The yield is 66.6%. As a reaction SMILES: [N+:1]([C:4]1[CH:17]=[CH:16][CH:15]=[CH:14][C:5]=1[CH2:6][N:7]1[CH:11]=[CH:10][CH:9]=[C:8]1[CH:12]=O)([O-])=O>C(OCC)(=O)C.C(O)C.C(Cl)Cl.[Pd]>[CH:9]1[CH:10]=[CH:11][N:7]2[CH2:6][C:5]3[CH:14]=[CH:15][CH:16]=[CH:17][C:4]=3[NH:1][CH2:12][C:8]=12. Procedure: A mixture of 30.6 g of 1-(2-nitrobenzyl)-2-pyrrolecarboxaldehyde and 3.06 g of 10% Pd/C in 400 ml of ethyl acetate and 400 ml of ethyl alcohol is hydrogenated over 18 hours. The reaction mixture is filtered through diatomaceous earth and the filtrate is treated with activated carbon and filtered through diatomaceous earth. The filtrate is concentrated in vacuo to give a residue which is dissolved in methylene chloride containing ethyl alcohol. The solution is passed through a pad of silica gel a... Reactants: O=C([O-])[O-], CS(=O)(=O)OCC#CCOS(C)(=O)=O, [Cs+], [Cs+], O=S1(=O)Nc2ccccc2N1c1ccccc1F. The product is CS(=O)(=O)OCC#CCN1c2ccccc2N(c2ccccc2F)S1(=O)=O. RXN SMILES: [C:19](=[O:20])([O-:21])[O-:22].[CH3:25][S:26](=[O:27])(=[O:28])[O:29][CH2:30][C:31]#[C:32][CH2:33][O:34][S:35]([CH3:36])(=[O:37])=[O:38].[Cs+:23].[Cs+:24].[F:1][c:2]1[c:3]([N:8]2[S:9](=[O:17])(=[O:18])[NH:10][c:11]3[c:12]2[cH:13][cH:14][cH:15][cH:16]3)[cH:4][cH:5][cH:6][cH:7]1>>[F:1][c:2]1[c:3]([N:8]2[S:9](=[O:17])(=[O:18])[N:10]([CH2:33][C:32]#[C:31][CH2:30][O:29][S:26]([CH3:25])(=[O:27])=[O:28])[c:11]3[c:12]2[cH:13][cH:14][cH:15][cH:16]3)[cH:4][cH:5][cH:6][cH:7]1. Reactants: C1(=CC=CC=C1)N1C2=CC=CC=C2C=2C=C(C=CC12)B1OC(C(O1)(C)C)(C)C (9-phenyl-3-(4,4,5,5-tetramethyl-1,3,2-dioxaborolan-2-yl)-9H-carbazole), C1(=CC=CC=C1)N1C2=CC=CC=C2C=2C=C(C=CC12)B1OC(C(O1)(C)C)(C)C (9-phenyl-3-(4,4,5,5-tetramethyl-1,3,2-dioxaborolan-2-yl)-9H-carbazole), BrC1=CC=C(C=C1)I (4-bromoiodobenzene), C([O-])([O-])=O.[K+].[K+] (potassium carbonate). Reagents/catalysts: C=1C=CC(=CC1)[P](C=2C=CC=CC2)(C=3C=CC=CC3)[Pd]([P](C=4C=CC=CC4)(C=5C=CC=CC5)C=6C=CC=CC6)([P](C=7C=CC=CC7)(C=8C=CC=CC8)C=9C=CC=CC9)[P](C=1C=CC=CC1)(C=1C=CC=CC1)C=1C=CC=CC1 (Pd(PPh3)4). Solvent: O1CCOCC1.O (dioxane water). Reaction conditions: temperature 100 celsius. The product is BrC1=CC=C(C=C1)C=1C=CC=2N(C3=CC=CC=C3C2C1)C1=CC=CC=C1 (3-(4-bromophenyl)-9-phenyl-9H-carbazole). Isolated yield 44.0%. As a reaction SMILES: [C:1]1([N:7]2[C:19]3[CH:18]=[CH:17][C:16](B4OC(C)(C)C(C)(C)O4)=[CH:15][C:14]=3[C:13]3[C:8]2=[CH:9][CH:10]=[CH:11][CH:12]=3)[CH:6]=[CH:5][CH:4]=[CH:3][CH:2]=1.[Br:29][C:30]1[CH:35]=[CH:34][C:33](I)=[CH:32][CH:31]=1.C(=O)([O-])[O-].[K+].[K+]>O1CCOCC1.O.C1C=CC([P]([Pd]([P](C2C=CC=CC=2)(C2C=CC=CC=2)C2C=CC=CC=2)([P](C2C=CC=CC=2)(C2C=CC=CC=2)C2C=CC=CC=2)[P](C2C=CC=CC=2)(C2C=CC=CC=2)C2C=CC=CC=2)(C2C=CC=CC=2)C2C=CC=CC=2)=CC=1>[Br:29][C:30]1[CH:35]=[CH:34][C:33]([C:16]2[CH:17]=[CH:18][C:19]3[N:7]([C:1]4[CH:6]=[CH:5][CH:4]=[CH:3][CH:2]=4)[C:8]4[C:13]([C:14]=3[CH:15]=2)=[CH:12][CH:11]=[CH:10][CH:9]=4)=[CH:32][CH:31]=1 |f:2.3.4,5.6,^1:53,55,74,93|. Reported procedure: A mixture of 9-phenyl-3-(4,4,5,5-tetramethyl-1,3,2-dioxaborolan-2-yl)-9H-carbazole (Compound 14) (5.0 g, 13.5 mmol), 4-bromoiodobenzene (10.76 g, 38 mmol), Pd(PPh3)4 (0.5 g, 0.43 mmol) and potassium carbonate (K2CO3)(5.52 g, 40 mmol) in dioxane/water (80 mL/15 mL) was degassed and heated at about 100° C. overnight, then worked up with ethyl acetate/brine. The organic phase was collected, dried over Na2SO4, and purified by flash column (hexanes to hexane/ethyl acetate 90:1). The main fraction was...